The task is: describe an organic reaction: reactants, conditions, products, and yield. This data is from the Open Reaction Database (ORD), a public repository of structured organic reaction records. The reactants are Cl, [K+], O=[Mn](=O)(=O)[O-], O, Cc1ccnc(C)c1. The product is Cc1cc(C(=O)O)ccn1. Reaction SMILES: [ClH:15].[K+:14].[Mn:9](=[O:10])([O-:11])(=[O:12])=[O:13].[OH2:16].[n:1]1[c:2]([CH3:8])[cH:3][c:4]([CH3:7])[cH:5][cH:6]1>>[n:1]1[c:2]([CH3:8])[cH:3][c:4]([C:7]([OH:10])=[O:16])[cH:5][cH:6]1. Starting materials: COc1ccc(C=O)cc1, O. The product is COc1ccc(C)cc1. As a reaction SMILES: [CH3:1][O:2][c:3]1[cH:4][cH:5][c:6]([CH:7]=[O:8])[cH:9][cH:10]1.[OH2:11]>>[CH3:1][O:2][c:3]1[cH:4][cH:5][c:6]([CH3:7])[cH:9][cH:10]1. Starting materials: FC1=C(C=C(CBr)C=C1)OC1=CC=CC=C1 (4-fluoro-3-phenoxybenzyl bromide), C1(=CC=CC=C1)P(C1=CC=CC=C1)C1=CC=CC=C1 (triphenyl phosphine). Run in C1(=CC=CC=C1)C (toluene), C1(=CC=CC=C1)C (toluene). The product is [Br-].FC1=C(C=C(C[P+](C2=CC=CC=C2)(C2=CC=CC=C2)C2=CC=CC=C2)C=C1)OC1=CC=CC=C1 ((4-Fluoro-3-phenoxybenzyl)triphenyl Phosphonium Bromide). Isolated yield 90.4%. As a reaction SMILES: [F:1][C:2]1[CH:9]=[CH:8][C:5]([CH2:6][Br:7])=[CH:4][C:3]=1[O:10][C:11]1[CH:16]=[CH:15][CH:14]=[CH:13][CH:12]=1.[C:17]1([P:23]([C:30]2[CH:35]=[CH:34][CH:33]=[CH:32][CH:31]=2)[C:24]2[CH:29]=[CH:28][CH:27]=[CH:26][CH:25]=2)[CH:22]=[CH:21][CH:20]=[CH:19][CH:18]=1>C1(C)C=CC=CC=1>[Br-:7].[F:1][C:2]1[CH:9]=[CH:8][C:5]([CH2:6][P+:23]([C:24]2[CH:25]=[CH:26][CH:27]=[CH:28][CH:29]=2)([C:30]2[CH:35]=[CH:34][CH:33]=[CH:32][CH:31]=2)[C:17]2[CH:18]=[CH:19][CH:20]=[CH:21][CH:22]=2)=[CH:4][C:3]=1[O:10][C:11]1[CH:16]=[CH:15][CH:14]=[CH:13][CH:12]=1 |f:3.4|. Procedure: A solution of 4-fluoro-3-phenoxybenzyl bromide (42.17 g, 0.150 mol) in toluene is added to a solution of triphenyl phosphine (41.31 g, 0.158 mol) in toluene. The resultant reaction mixture is refluxed for one hour, cooled to room temperature, and filtered to obtain a solid. The solid is washed sequentially with toluene and hexanes, and dried in a dessicator at 60° C. to give the title product (73.7 g, 90.4%) which is identified by NMR spectral analyses.